describe an organic reaction: reactants, conditions, products, and yield From a dataset of the Open Reaction Database (ORD), a public repository of structured organic reaction records. Starting materials: [N+](=O)(O)[O-] (nitric acid), N (ammonia), [OH-].[K+] (potassium hydroxide), C(CN)N (ethylene diamine). Run in O (water). Product: [N+](=O)(O)[O-].[N+](=O)(O)[O-].C(CN)N (ethylene diamine dinitrate). RXN SMILES: [N+:1]([O-:4])([OH:3])=[O:2].[OH-].[K+].[CH2:7]([NH2:10])[CH2:8][NH2:9].N>O>[N+:1]([O-:4])([OH:3])=[O:2].[N+:1]([O-:4])([OH:3])=[O:2].[CH2:7]([NH2:10])[CH2:8][NH2:9] |f:1.2,6.7.8|. Procedure details: The aqueous solution is preferably formed indirectly by combining water, nitric acid, potassium hydroxide, ethylene diamine, and ammonia. This indirect process eliminates the need to provide concentrated ethylene diamine dinitrate as a starting material.